Dataset: the Open Reaction Database (ORD), a public repository of structured organic reaction records. Task: describe an organic reaction: reactants, conditions, products, and yield Starting materials: C(C)OC(=O)C=1N=C2N(C=CC(=C2)C#N)C1 (7-cyano-imidazo[1,2-a]pyridine-2-carboxylic acid ethyl ester), [OH-].[Na+] (sodium hydroxide). Run in O1CCOCC1.O (dioxane water). Conditions: temperature 50 celsius, time 8 hour. Yields the product desired product, C(#N)C1=CC=2N(C=C1)C=C(N2)C(=O)O (7-cyano-imidazo[1,2-a]pyridine-2-carboxylic acid). As a reaction SMILES: C([O:3][C:4]([C:6]1[N:7]=[C:8]2[CH:13]=[C:12]([C:14]#[N:15])[CH:11]=[CH:10][N:9]2[CH:16]=1)=[O:5])C.[OH-].[Na+]>O1CCOCC1.O>[C:14]([C:12]1[CH:11]=[CH:10][N:9]2[CH:16]=[C:6]([C:4]([OH:5])=[O:3])[N:7]=[C:8]2[CH:13]=1)#[N:15] |f:1.2,3.4|. Procedure details: To a suspension of 7-cyano-imidazo[1,2-a]pyridine-2-carboxylic acid ethyl ester (501 mg, 2.33 mmol) in 5:1 dioxane/water (30 mL) add sodium hydroxide (130 mg, 3.26 mmol) and stir at 50° C. overnight. Concentrate to a solid and acidify with 4 M HCl in dioxane. Concentrate again to afford the desired product 7-cyano-imidazo[1,2-a]pyridine-2-carboxylic acid and use without further purification.